From a dataset of the Open Reaction Database (ORD), a public repository of structured organic reaction records. describe an organic reaction: reactants, conditions, products, and yield RXN SMILES: [NH2:1][C:2]1[NH:11][C:10](=[O:12])[C:9]2[C:8]3[CH:13]=[C:14]([CH:17]=[CH2:18])[CH:15]=[CH:16][C:7]=3[CH:6]=[CH:5][C:4]=2[N:3]=1>[Pd].C(O)C>[NH2:1][C:2]1[NH:11][C:10](=[O:12])[C:9]2[C:8]3[CH:13]=[C:14]([CH2:17][CH3:18])[CH:15]=[CH:16][C:7]=3[CH:6]=[CH:5][C:4]=2[N:3]=1. Reactants: NC1=NC=2C=CC3=C(C2C(N1)=O)C=C(C=C3)C=C (3-amino-9-vinylbenzo[f]quinazolin-1(2H)-one). Reagents/catalysts: [Pd] (palladium on carbon). Isolated yield 65.2%. Yields the product NC1=NC=2C=CC3=C(C2C(N1)=O)C=C(C=C3)CC (3-amino-9-ethylbenzo[f]-quinazolin-1(2H)-one). Solvent: C(C)O (ethanol). Procedure: A solution of 3-amino-9-vinylbenzo[f]quinazolin-1(2H)-one (0.060 g, 0.25 mmol) and 10% palladium on carbon (0.10 g) (Aldrich) in ethanol (200 ml) was shaken under hydrogen (40 psi), for 1 hour and then filtered through celite and concentrated in vacuo. The residue was suspended in ethanol, filtered, and dried at 85° C. under reduced pressure to give 3-amino-9-ethylbenzo[f]-quinazolin-1(2H)-one (0.039 g) as a white solid. 1H NMR (DMSO-d6, 200 MHz) δ: 1.26 (t, J=7 Hz, 3H, CH3), 2.76 (q, J=7 Hz, 2H... Reactants: ClC=1C=C(C=C(C1CC1C(N(CC1)C1CCC(CC1)(F)F)=O)Cl)OS(=O)(=O)C(F)(F)F (trifluoro-methanesulfonic acid 3,5-dichloro-4-[1-(4,4-difluoro-cyclohexyl)-2-oxo-pyrrolidin-3-ylmethyl]-phenyl ester), N1=CC(=CC=C1)B(O)O (pyridine-3-boronic acid), C(=O)([O-])[O-].[Na+].[Na+] (Na2CO3). Reagents/catalysts: C=1C=CC(=CC1)[P](C=2C=CC=CC2)(C=3C=CC=CC3)[Pd]([P](C=4C=CC=CC4)(C=5C=CC=CC5)C=6C=CC=CC6)([P](C=7C=CC=CC7)(C=8C=CC=CC8)C=9C=CC=CC9)[P](C=1C=CC=CC1)(C=1C=CC=CC1)C=1C=CC=CC1 (Pd(PPh3)4). The solvent is C(OC)COC (dimethoxy ethane), C(=O)(O)[O-].[Na+] (NaHCO3), CCOC(=O)C (EtOAc). The product is ClC1=C(CC2C(N(CC2)C2CCC(CC2)(F)F)=O)C(=CC(=C1)C=1C=NC=CC1)Cl (3-(2,6-Dichloro-4-pyridin-3-yl-benzyl)-1-(4,4-difluoro-cyclohexyl)-pyrrolidin-2-one). Reaction SMILES: [Cl:1][C:2]1[CH:3]=[C:4](OS(C(F)(F)F)(=O)=O)[CH:5]=[C:6]([Cl:23])[C:7]=1[CH2:8][CH:9]1[CH2:13][CH2:12][N:11]([CH:14]2[CH2:19][CH2:18][C:17]([F:21])([F:20])[CH2:16][CH2:15]2)[C:10]1=[O:22].[N:32]1[CH:37]=[CH:36][CH:35]=[C:34](B(O)O)[CH:33]=1.C([O-])([O-])=O.[Na+].[Na+]>C(COC)OC.C([O-])(O)=O.[Na+].CCOC(C)=O.C1C=CC([P]([Pd]([P](C2C=CC=CC=2)(C2C=CC=CC=2)C2C=CC=CC=2)([P](C2C=CC=CC=2)(C2C=CC=CC=2)C2C=CC=CC=2)[P](C2C=CC=CC=2)(C2C=CC=CC=2)C2C=CC=CC=2)(C2C=CC=CC=2)C2C=CC=CC=2)=CC=1>[Cl:1][C:2]1[CH:3]=[C:4]([C:34]2[CH:33]=[N:32][CH:37]=[CH:36][CH:35]=2)[CH:5]=[C:6]([Cl:23])[C:7]=1[CH2:8][CH:9]1[CH2:13][CH2:12][N:11]([CH:14]2[CH2:19][CH2:18][C:17]([F:20])([F:21])[CH2:16][CH2:15]2)[C:10]1=[O:22] |f:2.3.4,6.7,^1:67,69,88,107|. Procedure details: Heat a solution of trifluoro-methanesulfonic acid 3,5-dichloro-4-[1-(4,4-difluoro-cyclohexyl)-2-oxo-pyrrolidin-3-ylmethyl]-phenyl ester (Preparation 33) (0.585 g, 1.15 mmol), pyridine-3-boronic acid (0.283 g, 2.30 mmol), Pd(PPh3)4 (133 mg), 11.5 mL of 0.1 M Na2CO3 aq solution in 11.5 mL of dimethoxy ethane at 80° C. for 24 hr. Cool the mixture to room temp and dilute with 20 mL of 1N NaHCO3. Dilute the mixture with 20 mL of EtOAc. Wash the organic layer with water, then brine, and dry over Na2SO... Reactants: [BH3-]OC(C)=O, CC#N, [Na+], CCOC(=O)C1=C(NC(C)c2ccccc2)CCCC1. Yields the product CCOC(=O)C1CCCCC1NC(C)c1ccccc1. As a reaction SMILES: [C:21]([O:22][BH3-:23])(=[O:24])[CH3:25].[CH3:27][C:28]#[N:29].[Na+:26].[c:1]1([CH:7]([CH3:8])[NH:9][C:10]2=[C:11]([C:16](=[O:17])[O:18][CH2:19][CH3:20])[CH2:12][CH2:13][CH2:14][CH2:15]2)[cH:2][cH:3][cH:4][cH:5][cH:6]1>>[c:1]1([CH:7]([CH3:8])[NH:9][CH:10]2[CH:11]([C:16](=[O:17])[O:18][CH2:19][CH3:20])[CH2:12][CH2:13][CH2:14][CH2:15]2)[cH:2][cH:3][cH:4][cH:5][cH:6]1.